Dataset: the Open Reaction Database (ORD), a public repository of structured organic reaction records. Task: describe an organic reaction: reactants, conditions, products, and yield As a reaction SMILES: [OH:1][C:2]1[CH:7]=[CH:6][C:5]([N:8]2[C:13](=[O:14])[C:12]([CH2:15][C:16]3[CH:21]=[CH:20][C:19]([C:22]4[C:23]([C:28]#[N:29])=[CH:24][CH:25]=[CH:26][CH:27]=4)=[CH:18][CH:17]=3)=[C:11]([CH2:30][CH2:31][CH3:32])[N:10]=[C:9]2[CH3:33])=[CH:4][CH:3]=1.Br[CH:35]([CH3:40])[C:36]([O:38][CH3:39])=[O:37].C(=O)([O-])[O-].[Cs+].[Cs+].C(OCC)(=O)C>CN(C)C=O.O>[C:28]([C:23]1[CH:24]=[CH:25][CH:26]=[CH:27][C:22]=1[C:19]1[CH:20]=[CH:21][C:16]([CH2:15][C:12]2[C:13](=[O:14])[N:8]([C:5]3[CH:4]=[CH:3][C:2]([O:1][CH:35]([CH3:40])[C:36]([O:38][CH3:39])=[O:37])=[CH:7][CH:6]=3)[C:9]([CH3:33])=[N:10][C:11]=2[CH2:30][CH2:31][CH3:32])=[CH:17][CH:18]=1)#[N:29] |f:2.3.4|. Reactants: C(C)(=O)OCC (ethyl acetate), OC1=CC=C(C=C1)N1C(=NC(=C(C1=O)CC1=CC=C(C=C1)C=1C(=CC=CC1)C#N)CCC)C (4′-{[1-(4-hydroxyphenyl)-2-methyl-6-oxo-4-propyl-1,6-dihydropyrimidin-5-yl]methyl}biphenyl-2-carbonitrile), BrC(C(=O)OC)C (methyl 2-bromopropanoate), C([O-])([O-])=O.[Cs+].[Cs+] (cesium carbonate). Reaction conditions: temperature 80 celsius, time 15 hour. Run in O (water), CN(C=O)C (N,N-dimethylformamide). Product: C(#N)C1=C(C=CC=C1)C1=CC=C(C=C1)CC1=C(N=C(N(C1=O)C1=CC=C(OC(C(=O)OC)C)C=C1)C)CCC (methyl 2-(4-{5-[(2′-cyanobiphenyl-4-yl)methyl]-2-methyl-6-oxo-4-propylpyrimidin-1(6H)-yl}phenoxy)propanoate). Procedure details: To a solution of 4′-{[1-(4-hydroxyphenyl)-2-methyl-6-oxo-4-propyl-1,6-dihydropyrimidin-5-yl]methyl}biphenyl-2-carbonitrile (2.0 g) and methyl 2-bromopropanoate (2.50 g) in N,N-dimethylformamide (20 mL) was added cesium carbonate (3.0 g), and the mixture was stirred at 80° C. for 15 hr. The reaction mixture was allowed to cool to room temperature, ethyl acetate and water were added, and the mixture was extracted with ethyl acetate. The organic layer was washed with saturated brine and dried over ... Reactants: COC=1C=C2C(=CN=CC2=CC1OC)N1CCNCC1 (6,7-dimethoxy-4-(1-piperazinyl)isoquinoline), [N-]=C=S (isothiocyanate), COC=1C=C2C(=NC=NC2=CC1OC)N1CCNCC1 (6,7-dimethoxy-4-(1-piperazinyl)quinazoline), [N-]=C=O (isocyanate). Product: C1(=NC=CC2=CC=CC=C12)N1CCN(CC1)C(=O)NC1=CC=C(C=C1)OC1=CC=CC=C1 (4-(1-Isoquinolyl)-N-(4-phenoxyphenyl)-1-piperazinecarboxamide). As a reaction SMILES: CO[C:3]1[CH:4]=[C:5]2[C:10](=[CH:11][C:12]=1OC)[CH:9]=NC=[C:6]2[N:15]1[CH2:20][CH2:19][NH:18][CH2:17][CH2:16]1.CO[C:23]1[CH:24]=[C:25]2[C:30](=[CH:31][C:32]=1[O:33][CH3:34])N=CN=C2N1CCNCC1.[N-:41]=[C:42]=[O:43].[N-:44]=[C:45]=S>>[C:6]1([N:15]2[CH2:16][CH2:17][N:18]([C:42]([NH:41][C:3]3[CH:4]=[CH:5][C:34]([O:33][C:32]4[CH:23]=[CH:24][CH:25]=[CH:30][CH:31]=4)=[CH:11][CH:12]=3)=[O:43])[CH2:19][CH2:20]2)[C:5]2[C:10](=[CH:11][CH:12]=[CH:3][CH:4]=2)[CH:9]=[CH:45][N:44]=1. Procedure: In the following Examples 423-425, substantially the same procedure as in Example 1 was repeated, except that 6,7-dimethoxy-4-(1-piperazinyl)isoquinoline obtained according to the method described in South African Patent No. 67 06512 (1968) was used in place of 6,7-dimethoxy-4-(1-piperazinyl)quinazoline, and the corresponding isocyanate or isothiocyanate was used in place of phenyl isocyanate, to give the desired compound. Starting materials: O=S(=O)(Cl)c1ccc(Cl)cc1, CC(C)(C)OC(=O)N1CCC(Oc2ccc([N+](=O)[O-])c3ccccc23)C1. The product is CC(C)(C)OC(=O)N1CCC(Oc2ccc(NS(=O)(=O)c3ccc(Cl)cc3)c3ccccc23)C1. Reaction SMILES: [Cl:27][c:28]1[cH:29][cH:30][c:31]([S:34](=[O:35])(=[O:36])[Cl:37])[cH:32][cH:33]1.[N+:1]([O-:2])(=[O:3])[c:4]1[cH:5][cH:6][c:7]([O:14][CH:15]2[CH2:16][N:17]([C:20](=[O:21])[O:22][C:23]([CH3:24])([CH3:25])[CH3:26])[CH2:18][CH2:19]2)[c:8]2[cH:9][cH:10][cH:11][cH:12][c:13]12>>[NH:1]([c:4]1[cH:5][cH:6][c:7]([O:14][CH:15]2[CH2:16][N:17]([C:20](=[O:21])[O:22][C:23]([CH3:24])([CH3:25])[CH3:26])[CH2:18][CH2:19]2)[c:8]2[cH:9][cH:10][cH:11][cH:12][c:13]12)[S:34]([c:31]1[cH:30][cH:29][c:28]([Cl:27])[cH:33][cH:32]1)(=[O:35])=[O:36]. The reactants are C(C1=CC=CC=C1)OCN1C(=NC(=C1SC1=CC=CC=C1)C)Br (1-benzyloxymethyl-2-bromo-4-methyl-5-phenylthioimidazole), resultant mixture, COCCOCCOC (2-methoxyethyl ether), C[O-].[Na+] (sodium methoxide). Solvent: CO (methanol). Product: C(C1=CC=CC=C1)OCN1C(=NC(=C1SC1=CC=CC=C1)C)O (1-Benzyloxymethyl-2-hydroxy-4-methyl-5-phenylthioimidazole). Reaction SMILES: [CH2:1]([O:8][CH2:9][N:10]1[C:14]([S:15][C:16]2[CH:21]=[CH:20][CH:19]=[CH:18][CH:17]=2)=[C:13]([CH3:22])[N:12]=[C:11]1Br)[C:2]1[CH:7]=[CH:6][CH:5]=[CH:4][CH:3]=1.C[O:25]CCOCCOC.C[O-].[Na+]>CO>[CH2:1]([O:8][CH2:9][N:10]1[C:14]([S:15][C:16]2[CH:21]=[CH:20][CH:19]=[CH:18][CH:17]=2)=[C:13]([CH3:22])[N:12]=[C:11]1[OH:25])[C:2]1[CH:7]=[CH:6][CH:5]=[CH:4][CH:3]=1 |f:2.3|. Reported procedure: To a mixture of 15 mg of 1-benzyloxymethyl-2-bromo-4-methyl-5-phenylthioimidazole (I-20) (0.04 mmol), obtained in Example 20, and 3 ml of 2-methoxyethyl ether is added 1 ml of 1M sodium methoxide solution in methanol, and the resultant mixture is heated at 130° C. for 5 hours. After evaporating the 2-methoxyethyl ether, the residue is chromatographed on a column of silica gel, eluting with 3% methanol/methylene chloride. The crude product is recrystallized from ethyl acetate/isopropyl ether to g... Starting materials: [Br-], CCOC(=O)c1cccc(Br)n1, CCC[Zn+], C1CCOC1, N#N, c1ccc(P(c2ccccc2)(c2ccccc2)[Pd](P(c2ccccc2)(c2ccccc2)c2ccccc2)(P(c2ccccc2)(c2ccccc2)c2ccccc2)P(c2ccccc2)(c2ccccc2)c2ccccc2)cc1. Product: CCCc1cccc(C(=O)OCC)n1. As a reaction SMILES: [Br-:15].[Br:1][c:2]1[cH:3][cH:4][cH:5][c:6]([C:8](=[O:9])[O:10][CH2:11][CH3:12])[n:7]1.[CH2:16]([CH2:17][CH3:18])[Zn+:19].[CH2:20]1[O:21][CH2:22][CH2:23][CH2:24]1.[N:13]#[N:14].[cH:25]1[cH:26][cH:27][c:28]([P:29]([Pd:30]([P:31]([c:32]2[cH:33][cH:34][cH:35][cH:36][cH:37]2)([c:38]2[cH:39][cH:40][cH:41][cH:42][cH:43]2)[c:44]2[cH:45][cH:46][cH:47][cH:48][cH:49]2)([P:50]([c:51]2[cH:52][cH:53][cH:54][cH:55][cH:56]2)([c:57]2[cH:58][cH:59][cH:60][cH:61][cH:62]2)[c:63]2[cH:64][cH:65][cH:66][cH:67][cH:68]2)[P:69]([c:70]2[cH:71][cH:72][cH:73][cH:74][cH:75]2)([c:76]2[cH:77][cH:78][cH:79][cH:80][cH:81]2)[c:82]2[cH:83][cH:84][cH:85][cH:86][cH:87]2)([c:88]2[cH:89][cH:90][cH:91][cH:92][cH:93]2)[c:94]2[cH:95][cH:96][cH:97][cH:98][cH:99]2)[cH:100][cH:101]1>>[c:2]1([CH2:16][CH2:17][CH3:18])[cH:3][cH:4][cH:5][c:6]([C:8](=[O:9])[O:10][CH2:11][CH3:12])[n:7]1.